This data is from the Open Reaction Database (ORD), a public repository of structured organic reaction records. The task is: describe an organic reaction: reactants, conditions, products, and yield The reactants are [OH-].[Na+] (sodium hydroxide), C(C)(=O)OC(C)=O (acetic anhydride), Cl.ClC1=C(C=CC(=C1)Cl)NN (2,4-dichlorophenylhydrazine hydrochloride), [OH-].[Na+] (sodium hydroxide). Run in O (water), O (water), O (water), O (water). Reaction conditions: temperature 10 celsius, time 75 minute. Yields the product C(C)(=O)NNC1=C(C=C(C=C1)Cl)Cl (1-acetyl-2-(2,4-dichlorophenyl)hydrazine). Yield: 98.0%. RXN SMILES: Cl.[Cl:2][C:3]1[CH:8]=[C:7]([Cl:9])[CH:6]=[CH:5][C:4]=1[NH:10][NH2:11].[OH-].[Na+].[C:14](OC(=O)C)(=[O:16])[CH3:15]>O>[C:14]([NH:11][NH:10][C:4]1[CH:5]=[CH:6][C:7]([Cl:9])=[CH:8][C:3]=1[Cl:2])(=[O:16])[CH3:15] |f:0.1,2.3|. Procedure details: A slurry of 101.4 grams (0.4751 mole) of 2,4-dichlorophenylhydrazine hydrochloride in 600 mL of water was stirred, and a solution of 20.9 grams (0.5225 mole) of sodium hydroxide in 100 mL of water was slowly added. During the addition, the reaction mixture thickened. An additional 50 mL of water was added to aid fluidity. Upon completion of addition of the sodium hydroxide solution, an additional 70 mL of water was added. The reaction mixture was stirred for about 75 minutes, then it was extract...